This data is from the Open Reaction Database (ORD), a public repository of structured organic reaction records. The task is: describe an organic reaction: reactants, conditions, products, and yield As a reaction SMILES: [CH2:10]([CH2:11][CH2:12][CH2:13][CH2:14][CH2:15][CH2:16][CH3:17])[OH:18].[CH3:1][CH:2]([CH3:3])[Si:4]([Cl:5])([Cl:6])[CH:7]([CH3:8])[CH3:9].[CH3:25][c:26]1[cH:27][cH:28][cH:29][cH:30][cH:31]1.[cH:19]1[cH:20][cH:21][n:22][cH:23][cH:24]1>>[CH3:1][CH:2]([CH3:3])[Si:4]([Cl:6])([CH:7]([CH3:8])[CH3:9])[O:18][CH2:10][CH2:11][CH2:12][CH2:13][CH2:14][CH2:15][CH2:16][CH3:17]. The product is CCCCCCCCO[Si](Cl)(C(C)C)C(C)C. Reactants: CCCCCCCCO, CC(C)[Si](Cl)(Cl)C(C)C, Cc1ccccc1, c1ccncc1. Reactants: ClC=1OC(=CC(C1)=O)N1CCOCC1 (2-Chloro-6-morpholin-4-yl-pyran-4-one), N#N (N2), C1=CC=C(C=2OC3=CC=CC=C3SC12)B(O)O (phenoxathiin-4-boronic acid), C([O-])([O-])=O.[K+].[K+] (potassium carbonate). Reagents/catalysts: C=1C=CC(=CC1)[P](C=2C=CC=CC2)(C=3C=CC=CC3)[Pd]([P](C=4C=CC=CC4)(C=5C=CC=CC5)C=6C=CC=CC6)([P](C=7C=CC=CC7)(C=8C=CC=CC8)C=9C=CC=CC9)[P](C=1C=CC=CC1)(C=1C=CC=CC1)C=1C=CC=CC1 (Pd(PPh3)4). The solvent is O1CCOCC1 (dioxane). Reaction conditions: temperature 90 celsius. The product is C1=CC=C(C=2OC3=CC=CC=C3SC12)C=1OC(=CC(C1)=O)N1CCOCC1 (2-Phenoxathiin-4-yl-6-morpholin-4-yl-pyran-4-one). The yield is 40.9%. Reaction SMILES: Cl[C:2]1[O:3][C:4]([N:9]2[CH2:14][CH2:13][O:12][CH2:11][CH2:10]2)=[CH:5][C:6](=[O:8])[CH:7]=1.[CH:15]1[C:28]2[S:27][C:26]3[C:21](=[CH:22][CH:23]=[CH:24][CH:25]=3)[O:20][C:19]=2[C:18](B(O)O)=[CH:17][CH:16]=1.C(=O)([O-])[O-].[K+].[K+].N#N>O1CCOCC1.C1C=CC([P]([Pd]([P](C2C=CC=CC=2)(C2C=CC=CC=2)C2C=CC=CC=2)([P](C2C=CC=CC=2)(C2C=CC=CC=2)C2C=CC=CC=2)[P](C2C=CC=CC=2)(C2C=CC=CC=2)C2C=CC=CC=2)(C2C=CC=CC=2)C2C=CC=CC=2)=CC=1>[CH:15]1[C:28]2[S:27][C:26]3[C:21](=[CH:22][CH:23]=[CH:24][CH:25]=3)[O:20][C:19]=2[C:18]([C:2]2[O:3][C:4]([N:9]3[CH2:14][CH2:13][O:12][CH2:11][CH2:10]3)=[CH:5][C:6](=[O:8])[CH:7]=2)=[CH:17][CH:16]=1 |f:2.3.4,^1:49,51,70,89|. Procedure: 2-Chloro-6-morpholin-4-yl-pyran-4-one (3)(863 mg, 4 mmol), phenoxathiin-4-boronic acid (1.07 g, 4.4 mmol), and ground potassium carbonate (1.1 g, 8 mmol) were suspended in dioxane (10 ml) and degassed (sonication for 5 minutes then saturated with N2). Pd(PPh3)4 (231 mg, 0.2 mmol) was then added and the reaction mixture was then heated at 90° C. for 24 hours under a vigorous stirring and a N2 atmosphere. The solvent was removed in vacuo and the residue was then suspended in water (50 ml) and extr... The reactants are OC1CN(CCC1C1=CC=C(C=C1)OCCCOCC1=C(C=CC=C1)OC)C(=O)OC(C)(C)C (tert-butyl 3-hydroxy-4-{4-[3-(2-methoxybenzyloxy)propoxy]phenyl}piperidine-1-carboxylate), BrC1=C(CBr)C=CC=C1 (2-bromobenzylbromide). Yields the product BrC1=C(COC2CN(CCC2C2=CC=C(C=C2)OCCCOCC2=C(C=CC=C2)OC)C(=O)OC(C)(C)C)C=CC=C1 (tert-Butyl 3-(2-bromobenzyloxy)-4-{4-[3-(2-methoxybenzyloxy)propoxy]phenyl}piperidine-1-carboxylate). As a reaction SMILES: [OH:1][CH:2]1[CH:7]([C:8]2[CH:13]=[CH:12][C:11]([O:14][CH2:15][CH2:16][CH2:17][O:18][CH2:19][C:20]3[CH:25]=[CH:24][CH:23]=[CH:22][C:21]=3[O:26][CH3:27])=[CH:10][CH:9]=2)[CH2:6][CH2:5][N:4]([C:28]([O:30][C:31]([CH3:34])([CH3:33])[CH3:32])=[O:29])[CH2:3]1.[Br:35][C:36]1[CH:43]=[CH:42][CH:41]=[CH:40][C:37]=1[CH2:38]Br>>[Br:35][C:36]1[CH:43]=[CH:42][CH:41]=[CH:40][C:37]=1[CH2:38][O:1][CH:2]1[CH:7]([C:8]2[CH:13]=[CH:12][C:11]([O:14][CH2:15][CH2:16][CH2:17][O:18][CH2:19][C:20]3[CH:25]=[CH:24][CH:23]=[CH:22][C:21]=3[O:26][CH3:27])=[CH:10][CH:9]=2)[CH2:6][CH2:5][N:4]([C:28]([O:30][C:31]([CH3:34])([CH3:33])[CH3:32])=[O:29])[CH2:3]1. Reported procedure: Analogously to Method D, 0.953 g of tert-butyl 3-hydroxy-4-{4-[3-(2-methoxybenzyloxy)propoxy]phenyl}piperidine-1-carboxylate and 0.510 g of 2-bromobenzylbromide are reacted. The title compound is obtained as a beige oil. Rf=0.31 (1:2 EtOAc-heptane); Rt=6.46. Starting materials: COc1cnc(Cl)c2[nH]cc(C(=O)C(=O)N3CCN(C(=O)c4ccccc4)CC3)c12, CCCC[Sn](CCCC)(CCCC)c1cnc(C(=O)NC(C)(C)C)cn1, C1COCCO1, O, c1ccc(P(c2ccccc2)(c2ccccc2)[Pd](P(c2ccccc2)(c2ccccc2)c2ccccc2)(P(c2ccccc2)(c2ccccc2)c2ccccc2)P(c2ccccc2)(c2ccccc2)c2ccccc2)cc1. Yields the product COc1cnc(-c2cnc(C(=O)NC(C)(C)C)cn2)c2[nH]cc(C(=O)C(=O)N3CCN(C(=O)c4ccccc4)CC3)c12. As a reaction SMILES: [C:1]([c:2]1[cH:3][cH:4][cH:5][cH:6][cH:7]1)(=[O:8])[N:9]1[CH2:10][CH2:11][N:12]([C:15]([C:16](=[O:17])[c:18]2[cH:19][nH:20][c:21]3[c:22]([Cl:29])[n:23][cH:24][c:25]([O:27][CH3:28])[c:26]23)=[O:30])[CH2:13][CH2:14]1.[CH3:31][C:32]([CH3:33])([CH3:34])[NH:35][C:36](=[O:37])[c:38]1[n:39][cH:40][c:41]([Sn:44]([CH2:45][CH2:46][CH2:47][CH3:48])([CH2:49][CH2:50][CH2:51][CH3:52])[CH2:53][CH2:54][CH2:55][CH3:56])[n:42][cH:43]1.[O:58]1[CH2:59][CH2:60][O:61][CH2:62][CH2:63]1.[OH2:57].[cH:64]1[cH:65][cH:66][c:67]([P:68]([Pd:69]([P:70]([c:71]2[cH:72][cH:73][cH:74][cH:75][cH:76]2)([c:77]2[cH:78][cH:79][cH:80][cH:81][cH:82]2)[c:83]2[cH:84][cH:85][cH:86][cH:87][cH:88]2)([P:89]([c:90]2[cH:91][cH:92][cH:93][cH:94][cH:95]2)([c:96]2[cH:97][cH:98][cH:99][cH:100][cH:101]2)[c:102]2[cH:103][cH:104][cH:105][cH:106][cH:107]2)[P:108]([c:109]2[cH:110][cH:111][cH:112][cH:113][cH:114]2)([c:115]2[cH:116][cH:117][cH:118][cH:119][cH:120]2)[c:121]2[cH:122][cH:123][cH:124][cH:125][cH:126]2)([c:127]2[cH:128][cH:129][cH:130][cH:131][cH:132]2)[c:133]2[cH:134][cH:135][cH:136][cH:137][cH:138]2)[cH:139][cH:140]1>>[C:1]([c:2]1[cH:3][cH:4][cH:5][cH:6][cH:7]1)(=[O:8])[N:9]1[CH2:10][CH2:11][N:12]([C:15]([C:16](=[O:17])[c:18]2[cH:19][nH:20][c:21]3[c:22](-[c:41]4[cH:40][n:39][c:38]([C:36]([NH:35][C:32]([CH3:31])([CH3:33])[CH3:34])=[O:37])[cH:43][n:42]4)[n:23][cH:24][c:25]([O:27][CH3:28])[c:26]23)=[O:30])[CH2:13][CH2:14]1. Reaction SMILES: [CH3:1][O:2][C:3](=[O:37])/[C:4](/[C:16]1[CH:21]=[CH:20][C:19]([O:22][C:23]2[CH:28]=[CH:27][C:26]([CH:29]=[C:30]3[S:34][C:33](=[O:35])[NH:32][C:31]3=[O:36])=[CH:25][CH:24]=2)=[CH:18][CH:17]=1)=[CH:5]\[C:6]1[CH:11]=[C:10]([O:12][CH3:13])[CH:9]=[C:8]([O:14][CH3:15])[CH:7]=1.C([O-])=O.[NH4+].O=O.CO.C(#N)C.O>C(O)(=O)C.[Pd].C(O)=O>[CH3:1][O:2][C:3](=[O:37])/[C:4](/[C:16]1[CH:21]=[CH:20][C:19]([O:22][C:23]2[CH:28]=[CH:27][C:26]([CH2:29][CH:30]3[S:34][C:33](=[O:35])[NH:32][C:31]3=[O:36])=[CH:25][CH:24]=2)=[CH:18][CH:17]=1)=[CH:5]\[C:6]1[CH:11]=[C:10]([O:12][CH3:13])[CH:9]=[C:8]([O:14][CH3:15])[CH:7]=1 |f:1.2,4.5.6|. The product is COC(\C(=C/C1=CC(=CC(=C1)OC)OC)\C1=CC=C(C=C1)OC1=CC=C(C=C1)CC1C(NC(S1)=O)=O)=O (Z-3-(3,5-Dimethoxyphenyl)-2-{4-[4-(2,4-dioxothiazolidin-5-ylmethyl)-phenoxy]-phenyl}-acrylic acid methyl ester). Starting materials: COC(\C(=C/C1=CC(=CC(=C1)OC)OC)\C1=CC=C(C=C1)OC1=CC=C(C=C1)C=C1C(NC(S1)=O)=O)=O (Z-3-(3,5-Dimethoxyphenyl)-2-{4-[4-(2,4-dioxothiazolidin-5-ylidenemethyl)-phenoxy]-phenyl}-acrylic acid methyl ester), C(=O)[O-].[NH4+] (ammonium formate), CO.C(C)#N.O (methanol acetonitrile water), O=O (oxygen). Reagents/catalysts: [Pd] (Pd on carbon). Procedure: To a solution of 22 (0.60 g, 1.6 mmol) in acetic acid (15 mL) was added Pd on carbon (10%, 300 mg) and ammonium formate (4.3 g, 55.8 mmol) (caution: in a large scale reaction exothermicity may be a problem; rigorous exclusion of oxygen is desirable) and heated at 120° C. for 20 h. Catalyst was filtered through a bed of Celite® and acetic acid was evaporated under reduced pressure. Water (50 mL) was added to the residue and solid separated was filtered. Pure Z-isomer was isolated by preparative H... Solvent: C(C)(=O)O (acetic acid), C(=O)O (formic acid). Run at temperature 120 celsius. Reactants: solid, BrC1=CC(=CC=2C(=C3N(C12)CCNC3=O)C)C#N (6-bromo-10-methyl-1-oxo-1,2,3,4-tetrahydro-pyrazino[1,2-a]indole-8-carbonitrile), BrC1=CC(=CC=2C(=C3N(C12)CCNC3=O)C)C#N (6-bromo-10-methyl-1-oxo-1,2,3,4-tetrahydro-pyrazino[1,2-a]indole-8-carbonitrile), ClC1=C(C=C(C=C1)B(O)O)F (4-chloro-3-fluoro-phenylboronic acid). Product: ClC1=C(C=C(C=C1)C1=CC(=CC=2C(=C3N(C12)CCNC3=O)C)C#N)F (6-(4-Chloro-3-fluoro-phenyl)-10-methyl-1-oxo-1,2,3,4-tetrahydro-pyrazino[1,2-a]indole-8-carbonitrile). As a reaction SMILES: Br[C:2]1[C:10]2[N:9]3[CH2:11][CH2:12][NH:13][C:14](=[O:15])[C:8]3=[C:7]([CH3:16])[C:6]=2[CH:5]=[C:4]([C:17]#[N:18])[CH:3]=1.[Cl:19][C:20]1[CH:25]=[CH:24][C:23](B(O)O)=[CH:22][C:21]=1[F:29]>>[Cl:19][C:20]1[CH:25]=[CH:24][C:23]([C:2]2[C:10]3[N:9]4[CH2:11][CH2:12][NH:13][C:14](=[O:15])[C:8]4=[C:7]([CH3:16])[C:6]=3[CH:5]=[C:4]([C:17]#[N:18])[CH:3]=2)=[CH:22][C:21]=1[F:29]. Procedure details: The title compound, off-white solid (63 mg, 71%), MS (ISP) m/z=354.5 [(M+H)+], mp 260° C., was prepared in accordance with the general method of example 1 from 6-bromo-10-methyl-1-oxo-1,2,3,4-tetrahydro-pyrazino[1,2-a]indole-8-carbonitrile (intermediate 16) (76 mg, 0.25 mmol) and commercially available 4-chloro-3-fluoro-phenylboronic acid (56.7 mg, 0.325 mmol). The reactants are CC(C)(C)OC(=O)CBr, CCCC[N+](CCCC)(CCCC)CCCC, COCc1cc(-c2nc(-c3cccc(CO)c3)no2)ccc1-c1ccccc1C, Cc1ccccc1, [Na+], [OH-], O=S(=O)([O-])O. Product: COCc1cc(-c2nc(-c3cccc(COCC(=O)OC(C)(C)C)c3)no2)ccc1-c1ccccc1C. Reaction SMILES: [Br:30][CH2:31][C:32](=[O:33])[O:34][C:35]([CH3:36])([CH3:37])[CH3:38].[CH2:53]([N+:54]([CH2:55][CH2:56][CH2:57][CH3:58])([CH2:59][CH2:60][CH2:61][CH3:62])[CH2:63][CH2:64][CH2:65][CH3:66])[CH2:67][CH2:68][CH3:69].[CH3:1][O:2][CH2:3][c:4]1[c:5](-[c:23]2[c:24]([CH3:29])[cH:25][cH:26][cH:27][cH:28]2)[cH:6][cH:7][c:8](-[c:10]2[n:11][c:12](-[c:15]3[cH:16][c:17]([CH2:21][OH:22])[cH:18][cH:19][cH:20]3)[n:13][o:14]2)[cH:9]1.[CH3:41][c:42]1[cH:43][cH:44][cH:45][cH:46][cH:47]1.[Na+:40].[OH-:39].[S:48]([O-:49])([OH:50])(=[O:51])=[O:52]>>[CH3:1][O:2][CH2:3][c:4]1[c:5](-[c:23]2[c:24]([CH3:29])[cH:25][cH:26][cH:27][cH:28]2)[cH:6][cH:7][c:8](-[c:10]2[n:11][c:12](-[c:15]3[cH:16][c:17]([CH2:21][O:22][CH2:31][C:32](=[O:33])[O:34][C:35]([CH3:36])([CH3:37])[CH3:38])[cH:18][cH:19][cH:20]3)[n:13][o:14]2)[cH:9]1.